Dataset: the Open Reaction Database (ORD), a public repository of structured organic reaction records. Task: describe an organic reaction: reactants, conditions, products, and yield Reactants: C(C)(=O)[O-].[Zn+2].C(C)(=O)[O-] (zinc acetate), C(C1=CN=CC=C1)(=O)O (nicotinic acid), O.N (ammonia water). Run in O (water), O (water). Conditions: temperature 80 celsius. Yields the product C(C1=CN=CC=C1)(=O)[O-].[Zn+2].C(C1=CN=CC=C1)(=O)[O-] (zinc nicotinate). The yield is 47.7%. As a reaction SMILES: [C:1]([OH:9])(=[O:8])[C:2]1[CH:7]=[CH:6][CH:5]=[N:4][CH:3]=1.C([O-])(=O)C.[Zn+2:14].C([O-])(=O)C.O.N>O>[C:1]([O-:9])(=[O:8])[C:2]1[CH:7]=[CH:6][CH:5]=[N:4][CH:3]=1.[Zn+2:14].[C:1]([O-:9])(=[O:8])[C:2]1[CH:7]=[CH:6][CH:5]=[N:4][CH:3]=1 |f:1.2.3,4.5,7.8.9|. Procedure details: 5.0 g of nicotinic acid was dissolved in 100 ml of deionized water with stirring in a hot bath. Similarly, 4.5 g of zinc acetate.2H2O was dissolved in 100 ml of deionized water in a hot bath, and both were mixed with vigorous stirring. Subsequently, ammonia water (1:1 mixture of 25% ammonia water and distilled water) was added to adjust the pH to 8.5. The mixture was heated in a hot bath of about 80° C. for 10 minutes to complete the reaction, was continuously applied to concentrate the mixture,... Starting materials: CCOC(=O)CC#N, CC(=O)O, CC(=O)[O-], Cc1ccccc1, O=C1CN2CCCC1C2, [NH4+], O. Product: CCOC(=O)C(C#N)=C1CN2CCCC1C2. Reaction SMILES: [C:19](#[N:20])[CH2:21][C:22](=[O:23])[O:24][CH2:25][CH3:26].[CH3:10][C:11](=[O:12])[OH:13].[CH3:15][C:16](=[O:17])[O-:18].[CH3:27][c:28]1[cH:29][cH:30][cH:31][cH:32][cH:33]1.[N:1]12[CH2:2][CH2:3][CH2:4][CH:5]([C:6](=[O:8])[CH2:7]1)[CH2:9]2.[NH4+:14].[OH2:34]>>[N:1]12[CH2:2][CH2:3][CH2:4][CH:5]([C:6](=[C:21]([C:19]#[N:20])[C:22](=[O:23])[O:24][CH2:25][CH3:26])[CH2:7]1)[CH2:9]2. Starting materials: ClC(Cl)Cl, O=C(OO)c1cccc(Cl)c1, c1cc2ccsc2cn1. Product: [O-][n+]1ccc2ccsc2c1. As a reaction SMILES: [CH:21]([Cl:22])([Cl:23])[Cl:24].[OH:10][O:11][C:12]([c:13]1[cH:14][c:15]([Cl:16])[cH:17][cH:18][cH:19]1)=[O:20].[s:1]1[cH:2][cH:3][c:4]2[c:5]1[cH:6][n:7][cH:8][cH:9]2>>[s:1]1[cH:2][cH:3][c:4]2[c:5]1[cH:6][n+:7]([O-:10])[cH:8][cH:9]2. Starting materials: C(C)(=O)Cl (Acetyl chloride), N1=CC=CC=C1 (pyridine), FC(C(=O)O)(F)F.NC1=NC=CC(=C1)C1=C(C=2C(=NC=CN2)N1)C1=CC=C(C=C1)F (6-(2-Aminopyridin-4-yl)-7-(4-fluorophenyl)-5H-pyrrolo[2,3-b]pyrazine trifluoroacetate salt). The solvent is O1CCCC1 (tetrahydrofuran), O1CCCC1 (tetrahydrofuran), CO (methanol). Run at time 1 hour. Yields the product FC(C(=O)O)(F)F.C(C)(=O)NC1=NC=CC(=C1)C1=C(C=2C(=NC=CN2)N1)C1=CC=C(C=C1)F (6-(2-acetylaminopyridin-4-yl)-7-(4-fluorophenyl)-5H-pyrrolo[2,3-b]pyrazine trifluoroacetate salt). The yield is 77.4%. Reaction SMILES: [F:1][C:2]([F:7])([F:6])[C:3]([OH:5])=[O:4].[NH2:8][C:9]1[CH:14]=[C:13]([C:15]2[NH:23][C:18]3=[N:19][CH:20]=[CH:21][N:22]=[C:17]3[C:16]=2[C:24]2[CH:29]=[CH:28][C:27]([F:30])=[CH:26][CH:25]=2)[CH:12]=[CH:11][N:10]=1.N1C=CC=CC=1.[C:37](Cl)(=[O:39])[CH3:38]>O1CCCC1.CO>[F:1][C:2]([F:7])([F:6])[C:3]([OH:5])=[O:4].[C:37]([NH:8][C:9]1[CH:14]=[C:13]([C:15]2[NH:23][C:18]3=[N:19][CH:20]=[CH:21][N:22]=[C:17]3[C:16]=2[C:24]2[CH:29]=[CH:28][C:27]([F:30])=[CH:26][CH:25]=2)[CH:12]=[CH:11][N:10]=1)(=[O:39])[CH3:38] |f:0.1,6.7|. Procedure: 6-(2-Aminopyridin-4-yl)-7-(4-fluorophenyl)-5H-pyrrolo[2,3-b]pyrazine trifluoroacetate salt (0.085 g, 0.28 mmol) was dissolved in tetrahydrofuran and pyridine (0.22 g, 2.8 mmol) was added. Acetyl chloride (0.033 g, 0.42 mmol) in tetrahydrofuran (1 ml) was added and the resulting mixture was stirred at room temperature. After 1 h, the reaction mixture was diluted with methanol (2 ml) and the product was isolated by reverse phase HPLC to give 6-(2-acetylaminopyridin-4-yl)-7-(4-fluorophenyl)-5H-pyrr... Starting materials: COc1nn(C)cc1Br, O=C([O-])[O-], COc1ccc(F)c(Cl)c1C(C)c1c[nH]c2ncc(B3OC(C)(C)C(C)(C)O3)cc12, [K+], [K+], C1COCCO1, c1ccc(P(c2ccccc2)(c2ccccc2)[Pd](P(c2ccccc2)(c2ccccc2)c2ccccc2)(P(c2ccccc2)(c2ccccc2)c2ccccc2)P(c2ccccc2)(c2ccccc2)c2ccccc2)cc1. Yields the product COc1ccc(F)c(Cl)c1C(C)c1c[nH]c2ncc(-c3cn(C)nc3OC)cc12. As a reaction SMILES: [Br:1][c:2]1[c:3]([O:8][CH3:9])[n:4][n:5]([CH3:7])[cH:6]1.[C:40](=[O:41])([O-:42])[O-:43].[Cl:10][c:11]1[c:12]([CH:20]([CH3:21])[c:22]2[cH:23][nH:24][c:25]3[n:26][cH:27][c:28]([B:31]4[O:32][C:33]([CH3:34])([CH3:35])[C:36]([CH3:37])([CH3:38])[O:39]4)[cH:29][c:30]23)[c:13]([O:18][CH3:19])[cH:14][cH:15][c:16]1[F:17].[K+:44].[K+:45].[O:123]1[CH2:124][CH2:125][O:126][CH2:127][CH2:128]1.[cH:46]1[cH:47][cH:48][c:49]([P:50]([Pd:51]([P:52]([c:53]2[cH:54][cH:55][cH:56][cH:57][cH:58]2)([c:59]2[cH:60][cH:61][cH:62][cH:63][cH:64]2)[c:65]2[cH:66][cH:67][cH:68][cH:69][cH:70]2)([P:71]([c:72]2[cH:73][cH:74][cH:75][cH:76][cH:77]2)([c:78]2[cH:79][cH:80][cH:81][cH:82][cH:83]2)[c:84]2[cH:85][cH:86][cH:87][cH:88][cH:89]2)[P:90]([c:91]2[cH:92][cH:93][cH:94][cH:95][cH:96]2)([c:97]2[cH:98][cH:99][cH:100][cH:101][cH:102]2)[c:103]2[cH:104][cH:105][cH:106][cH:107][cH:108]2)([c:109]2[cH:110][cH:111][cH:112][cH:113][cH:114]2)[c:115]2[cH:116][cH:117][cH:118][cH:119][cH:120]2)[cH:121][cH:122]1>>[c:2]1(-[c:28]2[cH:27][n:26][c:25]3[nH:24][cH:23][c:22]([CH:20]([c:12]4[c:11]([Cl:10])[c:16]([F:17])[cH:15][cH:14][c:13]4[O:18][CH3:19])[CH3:21])[c:30]3[cH:29]2)[c:3]([O:8][CH3:9])[n:4][n:5]([CH3:7])[cH:6]1. Reactants: C1(CC1)C=1C=CC(=NC1OCC1CC1)C(=O)O (5-cyclopropyl-6-cyclopropylmethyloxy-pyridine-2-carboxylic acid), N[C@H](C(=O)N)C1=CC=C(C=C1)F ((αS)-α-amino-4-fluoro-benzeneacetamide). Product: C(N)(=O)[C@H](C1=CC=C(C=C1)F)NC(=O)C1=NC(=C(C=C1)C1CC1)OCC1CC1 (5-Cyclopropyl-6-cyclopropylmethoxy-pyridine-2-carboxylic acid [(S)-carbamoyl-(4-fluoro-phenyl)-methyl]-amide). Reaction SMILES: [CH:1]1([C:4]2[CH:5]=[CH:6][C:7]([C:15]([OH:17])=O)=[N:8][C:9]=2[O:10][CH2:11][CH:12]2[CH2:14][CH2:13]2)[CH2:3][CH2:2]1.[NH2:18][C@@H:19]([C:23]1[CH:28]=[CH:27][C:26]([F:29])=[CH:25][CH:24]=1)[C:20]([NH2:22])=[O:21]>>[C:20]([C@@H:19]([NH:18][C:15]([C:7]1[CH:6]=[CH:5][C:4]([CH:1]2[CH2:2][CH2:3]2)=[C:9]([O:10][CH2:11][CH:12]2[CH2:13][CH2:14]2)[N:8]=1)=[O:17])[C:23]1[CH:28]=[CH:27][C:26]([F:29])=[CH:25][CH:24]=1)(=[O:21])[NH2:22]. Procedure: The title compound was synthesized in analogy to Example 1, using 5-cyclopropyl-6-cyclopropylmethyloxy-pyridine-2-carboxylic acid (Example 42a) and (αS)-α-amino-4-fluoro-benzeneacetamide (CAN 785041-04-5) as starting materials; LC-MS (UV peak area/ESI) 100%, 384.1716 (M+H)+. Starting materials: C(=O)([O-])[O-].[K+].[K+] (K2CO3), Cl (HCl), [N+](=O)([O-])C1=CC(=C(C2=CC=CC=C12)OS(=O)(=O)C(F)(F)F)C(=O)OCC1=CC=C(C=C1)OC (4-methoxybenzyl 4-nitro-1-trifluoromethylsulfonyloxynaphthalene-2-carboxylate), C(CC(=O)OC)(=O)OC (dimethyl malonate). Solvent: CN(C)C=O (DMF), C(Cl)Cl (CH2Cl2). Run at temperature 20 celsius, time 12 hour. The product is COC(=O)C(C1=C(C=C(C2=CC=CC=C12)[N+](=O)[O-])C(=O)OCC1=CC=C(C=C1)OC)C(=O)OC (4-methoxybenzyl 1-[di(methoxycarbonyl)methyl]-4-nitronaphthalene-2-carboxylate). Yield: 83.8%. Reaction SMILES: [N+:1]([C:4]1[C:13]2[C:8](=[CH:9][CH:10]=[CH:11][CH:12]=2)[C:7](OS(C(F)(F)F)(=O)=O)=[C:6]([C:22]([O:24][CH2:25][C:26]2[CH:31]=[CH:30][C:29]([O:32][CH3:33])=[CH:28][CH:27]=2)=[O:23])[CH:5]=1)([O-:3])=[O:2].[C:34]([O:41][CH3:42])(=[O:40])[CH2:35][C:36]([O:38][CH3:39])=[O:37].C([O-])([O-])=O.[K+].[K+].Cl>CN(C=O)C.C(Cl)Cl>[CH3:39][O:38][C:36]([CH:35]([C:34]([O:41][CH3:42])=[O:40])[C:7]1[C:8]2[C:13](=[CH:12][CH:11]=[CH:10][CH:9]=2)[C:4]([N+:1]([O-:3])=[O:2])=[CH:5][C:6]=1[C:22]([O:24][CH2:25][C:26]1[CH:31]=[CH:30][C:29]([O:32][CH3:33])=[CH:28][CH:27]=1)=[O:23])=[O:37] |f:2.3.4|. Reported procedure: A stirred solution of 4 (13.20 g, 27.2 mmol) and dimethyl malonate (5.39 g, 40.8 mmol) in DMF (85 mL) was cooled to -5° C. and treated with powdered K2CO3 (22.53 g, 163 mmol). The mixture was allowed to warm to 20° C. over a 2 h period, and after stirring for a further 12 h at 20° C. was poured slowly into cold stirred 0.5N HCl (1750 mL). The resulting solid was dissolved in CH2Cl2 and the solution was washed twice with water, dried (Na2SO4) and then evaporated to dryness. The residue was crysta...